Dataset: the Open Reaction Database (ORD), a public repository of structured organic reaction records. Task: describe an organic reaction: reactants, conditions, products, and yield Reactants: COC1=NC=CC(=C1)NC(C1=C(C=CC(=C1)CC=1C(C(=C(C(C1C)=O)OC)OC)=O)OC(C)=O)=O (N-(2-Methoxypyridin-4-yl)-5-(5,6-dimethoxy-3-methyl-1,4-benzoquinon-2-yl)methyl-2-acetoxybenzamide), C(O)([O-])=O.[Na+] (sodium hydrogencarbonate). Solvent: CO (methanol), O (water). Product: COC1=NC=CC(=C1)NC(C1=C(C=CC(=C1)CC=1C(C(=C(C(C1C)=O)OC)OC)=O)O)=O (N-(2-Methoxypyridin-4-yl)-5-(5,6-dimethoxy-3-methyl-1,4-benzoquinon-2-yl)methyl-2-hydroxybenzamide). The yield is 54.8%. RXN SMILES: [CH3:1][O:2][C:3]1[CH:8]=[C:7]([NH:9][C:10](=[O:35])[C:11]2[CH:16]=[C:15]([CH2:17][C:18]3[C:19](=[O:30])[C:20]([O:28][CH3:29])=[C:21]([O:26][CH3:27])[C:22](=[O:25])[C:23]=3[CH3:24])[CH:14]=[CH:13][C:12]=2[O:31]C(=O)C)[CH:6]=[CH:5][N:4]=1.C(=O)([O-])O.[Na+]>CO.O>[CH3:1][O:2][C:3]1[CH:8]=[C:7]([NH:9][C:10](=[O:35])[C:11]2[CH:16]=[C:15]([CH2:17][C:18]3[C:19](=[O:30])[C:20]([O:28][CH3:29])=[C:21]([O:26][CH3:27])[C:22](=[O:25])[C:23]=3[CH3:24])[CH:14]=[CH:13][C:12]=2[OH:31])[CH:6]=[CH:5][N:4]=1 |f:1.2|. Procedure: N-(2-Methoxypyridin-4-yl)-5-(5,6-dimethoxy-3-methyl-1,4-benzoquinon-2-yl)methyl-2-acetoxybenzamide (0.100 g, 0.208 mmol) was dissolved in methanol (3 ml) and after adding thereto an aqueous saturated sodium hydrogencarbonate solution (3 ml), the solution was stirred at room temperature for 3 hours. After the completion of reaction, the reaction solution was diluted with water and then extracted with ethyl acetate. The extract was washed with water and then dried, and the solvent was removed by d...